Dataset: the Open Reaction Database (ORD), a public repository of structured organic reaction records. Task: describe an organic reaction: reactants, conditions, products, and yield Starting materials: [N-]=[N+]=[N-].[Na+] (sodium azide), O[C@H]1C[C@@H]2CC[C@H]3[C@@H]4CC[C@H](C(C)=O)[C@]4(CC([C@@H]3[C@]2(C[C@@H]1OS(=O)(=O)C1=CC=C(C=C1)C)C)=O)C (3α-hydroxy-2β-toluene-p-sulphonyloxy-5α-pregnane-11,20-dione), O (water). The solvent is CS(=O)C (dimethylsulphoxide). The product is N(=[N+]=[N-])[C@@H]1[C@H](C[C@@H]2CC[C@H]3[C@@H]4CC[C@H](C(C)=O)[C@]4(CC([C@@H]3[C@]2(C1)C)=O)C)O (2β-Azido-3α-hydroxy-5α-pregnane-11,20-dione). Yield: 53.8%. Reaction SMILES: [OH:1][C@@H:2]1[C@@H:21](OS(C2C=CC(C)=CC=2)(=O)=O)[CH2:20][C@@:19]2([CH3:33])[C@@H:4]([CH2:5][CH2:6][C@@H:7]3[C@@H:18]2[C:17](=[O:34])[CH2:16][C@@:15]2([CH3:35])[C@H:8]3[CH2:9][CH2:10][C@@H:11]2[C:12](=[O:14])[CH3:13])[CH2:3]1.[N-:36]=[N+:37]=[N-:38].[Na+].O>CS(C)=O>[N:36]([C@H:21]1[CH2:20][C@@:19]2([CH3:33])[C@@H:4]([CH2:5][CH2:6][C@@H:7]3[C@@H:18]2[C:17](=[O:34])[CH2:16][C@@:15]2([CH3:35])[C@H:8]3[CH2:9][CH2:10][C@@H:11]2[C:12](=[O:14])[CH3:13])[CH2:3][C@@H:2]1[OH:1])=[N+:37]=[N-:38] |f:1.2|. Procedure details: 3α-hydroxy-2β-toluene-p-sulphonyloxy-5α-pregnane-11,20-dione (500 mg) was dissolved in dimethylsulphoxide (20 ml) and sodium azide (1.5 g) added to the solution. The mixture was heated on a steam bath for 30 hours, cooled and poured into water. The precipitate formed was filtered off, dissolved in ether and the solution dried over anhydrous sodium sulphate. The dried solution was evaporated to a foam (300 mg) which was purified by preparative T.L.C. using ethyl acetate/petrol (1/1). The main ban... Reported procedure: A solution of 1-ethyl-2-oxocyclohex-3-eneacetic acid methyl ester (25 g, 127.6 mmol), CuBr.Me2S (2.62 g, 12.8 mmol) and Me2S (25.5 mL) in 375 mL of tetrahydrofuran was cooled to -40° C. under nitrogen and treated dropwise with H2C=CHCH2CH2CH2CH2MgBr (166.6 mmol, 303 mL of a 0.55M solution in tetrahydrofuran). Fifteen minutes after the addition, the reaction mixture was quenched with 300 mL of 1M HCl and extracted with 4×120 mL of ether. Drying (MgSO4), concentration in vacuo and flash chromatogr... Starting materials: COC(CC1(C(C=CCC1)=O)CC)=O (1-ethyl-2-oxocyclohex-3-eneacetic acid methyl ester), solution, CuBr, S(C)C (Me2S), S(C)C (Me2S). Solvent: O1CCCC1 (tetrahydrofuran), O1CCCC1 (tetrahydrofuran). Yield: 165.2%. As a reaction SMILES: [CH3:1][O:2][C:3](=[O:14])[CH2:4][C:5]1([CH2:12][CH3:13])[CH2:10][CH2:9][CH:8]=[CH:7][C:6]1=[O:11].S(C)C>O1CCCC1>[CH3:1][O:2][C:3](=[O:14])[CH2:4][C:5]1([CH2:12][CH3:13])[CH2:10][CH2:9][CH:8]([CH2:8][CH2:7][CH2:6][CH2:5][CH:4]=[CH2:3])[CH2:7][C:6]1=[O:11]. Yields the product COC(CC1(C(CC(CC1)CCCCC=C)=O)CC)=O (1-Ethyl-4-(5-hexenyl)-2-oxocyclohexaneacetic Acid Methyl Ester).